From a dataset of the Open Reaction Database (ORD), a public repository of structured organic reaction records. describe an organic reaction: reactants, conditions, products, and yield Starting materials: BrB(Br)Br, COc1ccc(Oc2ccc(C)cc2)cc1, ClCCl. Product: Cc1ccc(Oc2ccc(O)cc2)cc1. RXN SMILES: [B:17]([Br:18])([Br:19])[Br:20].[CH3:1][O:2][c:3]1[cH:4][cH:5][c:6]([O:9][c:10]2[cH:11][cH:12][c:13]([CH3:16])[cH:14][cH:15]2)[cH:7][cH:8]1.[Cl:21][CH2:22][Cl:23]>>[OH:2][c:3]1[cH:4][cH:5][c:6]([O:9][c:10]2[cH:11][cH:12][c:13]([CH3:16])[cH:14][cH:15]2)[cH:7][cH:8]1.